Dataset: the Open Reaction Database (ORD), a public repository of structured organic reaction records. Task: describe an organic reaction: reactants, conditions, products, and yield The reactants are O=C([O-])[O-], CN(C)C=O, O=c1ccc2ccc(OCCCCCl)cc2[nH]1, Cl, [I-], [K+], [K+], [Na+], O, c1cc(N2CCNCC2)c2ccsc2c1. The product is O=c1ccc2ccc(OCCCCN3CCN(c4cccc5sccc45)CC3)cc2[nH]1. RXN SMILES: [C:34](=[O:35])([O-:36])[O-:37].[CH3:43][N:44]([CH3:45])[CH:46]=[O:47].[Cl:1][CH2:2][CH2:3][CH2:4][CH2:5][O:6][c:7]1[cH:8][cH:9][c:10]2[cH:11][cH:12][c:13](=[O:17])[nH:14][c:15]2[cH:16]1.[ClH:18].[I-:41].[K+:38].[K+:39].[Na+:40].[OH2:42].[s:19]1[c:20]2[c:21]([cH:22][cH:23]1)[c:24]([N:28]1[CH2:29][CH2:30][NH:31][CH2:32][CH2:33]1)[cH:25][cH:26][cH:27]2>>[CH2:2]([CH2:3][CH2:4][CH2:5][O:6][c:7]1[cH:8][cH:9][c:10]2[cH:11][cH:12][c:13](=[O:17])[nH:14][c:15]2[cH:16]1)[N:31]1[CH2:30][CH2:29][N:28]([c:24]2[c:21]3[c:20]([s:19][cH:23][cH:22]3)[cH:27][cH:26][cH:25]2)[CH2:33][CH2:32]1. Reactants: NC1=C(C=C(C=C1)N1CCCC1)NC(C1=CC=CC=C1)=O (N-(2-amino-5-(pyrrolidin-1-yl)phenyl)benzamide), COC=1C=C(C=O)C=C(C1OC)OC (3,4,5-trimethoxybenzaldehyde). The solvent is CO (methanol). Run at time 12 hour. The product is N1(CCCC1)C=1C=CC(=C(C1)NC(C1=CC=CC=C1)=O)/N=C/C1=CC(=C(C(=C1)OC)OC)OC ((E)-N-(5-(pyrrolidin-1-yl)-2-(3,4,5-trimethoxybenzylideneamino)phenyl)benzamide). Reaction SMILES: [NH2:1][C:2]1[CH:7]=[CH:6][C:5]([N:8]2[CH2:12][CH2:11][CH2:10][CH2:9]2)=[CH:4][C:3]=1[NH:13][C:14](=[O:21])[C:15]1[CH:20]=[CH:19][CH:18]=[CH:17][CH:16]=1.[CH3:22][O:23][C:24]1[CH:25]=[C:26]([CH:29]=[C:30]([O:34][CH3:35])[C:31]=1[O:32][CH3:33])[CH:27]=O>CO>[N:8]1([C:5]2[CH:6]=[CH:7][C:2](/[N:1]=[CH:27]/[C:26]3[CH:29]=[C:30]([O:34][CH3:35])[C:31]([O:32][CH3:33])=[C:24]([O:23][CH3:22])[CH:25]=3)=[C:3]([NH:13][C:14](=[O:21])[C:15]3[CH:16]=[CH:17][CH:18]=[CH:19][CH:20]=3)[CH:4]=2)[CH2:9][CH2:10][CH2:11][CH2:12]1. Procedure details: A mixture of N-(2-amino-5-(pyrrolidin-1-yl)phenyl)benzamide (2 mmol) and 3,4,5-trimethoxybenzaldehyde (3 mmol) in methanol was stirred at room temperature for 12 h. The suspension was filtered and the solid was washed with methanol to afford (E)-N-(5-(pyrrolidin-1-yl)-2-(3,4,5-trimethoxybenzylideneamino)phenyl)benzamide as a yellow solid. Starting materials: CCO, CCOC(C)=O, C[Si](C)(C)CCOCN1C(=O)CN(c2cccc(-n3cc(-c4ccc(Cl)cc4Cl)nc3Cc3ccc(-c4ccc(Cl)nn4)cc3)c2)S1(=O)=O, NC(N)=S, O. Product: C[Si](C)(C)CCOCN1C(=O)CN(c2cccc(-n3cc(-c4ccc(Cl)cc4Cl)nc3Cc3ccc(-c4ccc(S)nn4)cc3)c2)S1(=O)=O. Reaction SMILES: [CH3:54][CH2:55][OH:56].[CH3:58][CH2:59][O:60][C:61]([CH3:62])=[O:63].[Cl:1][c:2]1[cH:3][cH:4][c:5](-[c:8]2[cH:9][cH:10][c:11]([CH2:12][c:13]3[n:14](-[c:26]4[cH:27][c:28]([N:32]5[CH2:33][C:34](=[O:47])[N:35]([CH2:39][O:40][CH2:41][CH2:42][Si:43]([CH3:44])([CH3:45])[CH3:46])[S:36]5(=[O:37])=[O:38])[cH:29][cH:30][cH:31]4)[cH:15][c:16](-[c:18]4[c:19]([Cl:25])[cH:20][c:21]([Cl:24])[cH:22][cH:23]4)[n:17]3)[cH:48][cH:49]2)[n:6][n:7]1.[NH2:50][C:51]([NH2:52])=[S:53].[OH2:57]>>[c:2]1([SH:53])[cH:3][cH:4][c:5](-[c:8]2[cH:9][cH:10][c:11]([CH2:12][c:13]3[n:14](-[c:26]4[cH:27][c:28]([N:32]5[CH2:33][C:34](=[O:47])[N:35]([CH2:39][O:40][CH2:41][CH2:42][Si:43]([CH3:44])([CH3:45])[CH3:46])[S:36]5(=[O:37])=[O:38])[cH:29][cH:30][cH:31]4)[cH:15][c:16](-[c:18]4[c:19]([Cl:25])[cH:20][c:21]([Cl:24])[cH:22][cH:23]4)[n:17]3)[cH:48][cH:49]2)[n:6][n:7]1.